This data is from the Open Reaction Database (ORD), a public repository of structured organic reaction records. The task is: describe an organic reaction: reactants, conditions, products, and yield Reactants: FC=1C=C(C2=C(CCO2)C1)C(CC(C=O)(C(F)(F)F)O)(C)C (4-(2,3-dihydro-5-fluoro-7-benzofuranyl)-2-hydroxy-4-methyl-2-trifluoromethyl-pentanal), [BH4-].[Na+] (sodium borohydride), NC1=C2C=CN(C(C2=CC=C1)=O)C (5-amino-2-methylisoquinol-1(2H)-one), imine. Yields the product FC=1C=C(C2=C(CCO2)C1)C(CC(CNC1=C2C=CN(C(C2=CC=C1)=O)C)(C(F)(F)F)O)(C)C (5-[4-(5-Fluoro-2,3-dihydrobenzofuran-7-yl)-2-hydroxy-4-methyl-2-trifluoromethyl-pentylamino]-2-methylisoquinol-1(2H)-one). RXN SMILES: [F:1][C:2]1[CH:3]=[C:4]([C:11]([CH3:22])([CH3:21])[CH2:12][C:13]([OH:20])([C:16]([F:19])([F:18])[F:17])[CH:14]=O)[C:5]2[O:9][CH2:8][CH2:7][C:6]=2[CH:10]=1.[NH2:23][C:24]1[CH:33]=[CH:32][CH:31]=[C:30]2[C:25]=1[CH:26]=[CH:27][N:28]([CH3:35])[C:29]2=[O:34].[BH4-].[Na+]>>[F:1][C:2]1[CH:3]=[C:4]([C:11]([CH3:22])([CH3:21])[CH2:12][C:13]([OH:20])([C:16]([F:17])([F:18])[F:19])[CH2:14][NH:23][C:24]2[CH:33]=[CH:32][CH:31]=[C:30]3[C:25]=2[CH:26]=[CH:27][N:28]([CH3:35])[C:29]3=[O:34])[C:5]2[O:9][CH2:8][CH2:7][C:6]=2[CH:10]=1 |f:2.3|. Reported procedure: Analogously to Example 1, 4-(2,3-dihydro-5-fluoro-7-benzofuranyl)-2-hydroxy-4-methyl-2-trifluoromethyl-pentanal is converted with 5-amino-2-methylisoquinol-1(2H)-one into the corresponding imine. After reaction with sodium borohydride, the title compound is obtained. The reactants are OC1(CCOCC1)C(C#N)C1=CC=CC=C1 ((4-hydroxytetrahydro-2H-pyran-4-yl)(phenyl)acetonitrile), Cl (HCl). Reagents/catalysts: [Pd] (Pd/C). Solvent: C(C)O (ethanol), C(C)O (ethanol). Product: [Cl-].OC1(CCOCC1)C(C[NH3+])C1=CC=CC=C1 (2-(4-hydroxytetrahydro-2H-pyran-4-yl)-2-phenylethanaminium chloride). RXN SMILES: [OH:1][C:2]1([CH:8]([C:11]2[CH:16]=[CH:15][CH:14]=[CH:13][CH:12]=2)[C:9]#[N:10])[CH2:7][CH2:6][O:5][CH2:4][CH2:3]1.[ClH:17]>C(O)C.[Pd]>[Cl-:17].[OH:1][C:2]1([CH:8]([C:11]2[CH:16]=[CH:15][CH:14]=[CH:13][CH:12]=2)[CH2:9][NH3+:10])[CH2:7][CH2:6][O:5][CH2:4][CH2:3]1 |f:4.5|. Procedure: To (4-hydroxytetrahydro-2H-pyran-4-yl)(phenyl)acetonitrile (50 mg, 0.230 mmol) in ethanol (2 ml) was added HCl (0.190 ml, 2.301 mmol) then 10% Pd/C (49.0 mg, 0.046 mmol) as a slurry in ethanol. The reaction mixture was put under H2 balloon pressure for 15 hours. The reaction was filtered through a 0.45 um syringe-tip filter, then concentrated in vacuo. The product was used without further purification. 49.6 mg, 84%. Reactants: C(C)(=O)NC1=C(C=C2C(C(NC2=C1)=O)CC(C)C)[N+](=O)[O-] (6-acetamido-3-(2-methylpropyl)-5-nitroindolin-2-one). The solvent is C(C)O (ethanol). The product is NC1=C(C=C2C(C(NC2=C1)=O)CC(C)C)[N+](=O)[O-] (6-Amino-3-(2-methylpropyl)-5-nitroindolin-2-one). As a reaction SMILES: C([NH:4][C:5]1[CH:13]=[C:12]2[C:8]([CH:9]([CH2:15][CH:16]([CH3:18])[CH3:17])[C:10](=[O:14])[NH:11]2)=[CH:7][C:6]=1[N+:19]([O-:21])=[O:20])(=O)C>C(O)C>[NH2:4][C:5]1[CH:13]=[C:12]2[C:8]([CH:9]([CH2:15][CH:16]([CH3:18])[CH3:17])[C:10](=[O:14])[NH:11]2)=[CH:7][C:6]=1[N+:19]([O-:21])=[O:20]. Procedure details: A solution of 2.9 g. (0.01 mol) 6-acetamido-3-(2-methylpropyl)-5-nitroindolin-2-one in 50 ml. ethanol is heated under reflux for about 30 minutes with 3 ml. concentrated hydrochloric acid, evaporated and the residue purified on silica gel (elution agent: methylene chloride/ammonia-saturated methanol 20:1 v/v). Yield: 1.5 g. (60% of theory). Reactants: FC1=CC=C(CNC(=O)C2(C3=CC=CC=C3C=3C=CC=CC23)CCCCBr)C=C1 (9-(4-bromo-butyl)-9H-fluorene-9-carboxylic acid-4-fluoro-benzylamide), C[C@@H]1CN(C[C@@H](N1)C)C1=NC2=CC=CC=C2C=C1 (2-(cis-3,5-dimethyl-piperazin-1-yl)-quinoline). The product is FC1=CC=C(CNC(=O)C2(C3=CC=CC=C3C=3C=CC=CC23)CCCCN2[C@H](CN(C[C@H]2C)C2=NC3=CC=CC=C3C=C2)C)C=C1 (9-[4-(cis-2,6-dimethyl-4-quinolin-2-yl-piperazin-1-yl) butyl]-9H-fluorene-9-carboxylic acid-4-fluoro-benzylamide). Reaction SMILES: [F:1][C:2]1[CH:29]=[CH:28][C:5]([CH2:6][NH:7][C:8]([C:10]2([CH2:23][CH2:24][CH2:25][CH2:26]Br)[C:22]3[CH:21]=[CH:20][CH:19]=[CH:18][C:17]=3[C:16]3[C:11]2=[CH:12][CH:13]=[CH:14][CH:15]=3)=[O:9])=[CH:4][CH:3]=1.[CH3:30][C@H:31]1[NH:36][C@@H:35]([CH3:37])[CH2:34][N:33]([C:38]2[CH:47]=[CH:46][C:45]3[C:40](=[CH:41][CH:42]=[CH:43][CH:44]=3)[N:39]=2)[CH2:32]1>>[F:1][C:2]1[CH:29]=[CH:28][C:5]([CH2:6][NH:7][C:8]([C:10]2([CH2:23][CH2:24][CH2:25][CH2:26][N:36]3[C@H:35]([CH3:37])[CH2:34][N:33]([C:38]4[CH:47]=[CH:46][C:45]5[C:40](=[CH:41][CH:42]=[CH:43][CH:44]=5)[N:39]=4)[CH2:32][C@@H:31]3[CH3:30])[C:22]3[CH:21]=[CH:20][CH:19]=[CH:18][C:17]=3[C:16]3[C:11]2=[CH:12][CH:13]=[CH:14][CH:15]=3)=[O:9])=[CH:4][CH:3]=1. Procedure details: Prepared analogously to Example 1 from 9-(4-bromo-butyl)-9H-fluorene-9-carboxylic acid-4-fluoro-benzylamide and 2-(cis-3,5-dimethyl-piperazin-1-yl)-quinoline